This data is from the Open Reaction Database (ORD), a public repository of structured organic reaction records. The task is: describe an organic reaction: reactants, conditions, products, and yield The reactants are COc1ccccc1-c1cn(S(=O)(=O)c2ccc(C)cc2)c2ncc(-c3ccc(NC(=O)N4CCOCC4)c(C(=O)N4CCN(C)CC4)c3)cc12, CN(C)C=O, CO, [K+], [OH-]. Product: COc1ccccc1-c1c[nH]c2ncc(-c3ccc(NC(=O)N4CCOCC4)c(C(=O)N4CCN(C)CC4)c3)cc12. As a reaction SMILES: [CH3:1][O:2][c:3]1[c:4](-[c:9]2[cH:10][n:11]([S:42]([c:43]3[cH:44][cH:45][c:46]([CH3:47])[cH:48][cH:49]3)(=[O:50])=[O:51])[c:12]3[n:13][cH:14][c:15](-[c:18]4[cH:19][c:20]([C:33](=[O:34])[N:35]5[CH2:36][CH2:37][N:38]([CH3:41])[CH2:39][CH2:40]5)[c:21]([NH:24][C:25](=[O:26])[N:27]5[CH2:28][CH2:29][O:30][CH2:31][CH2:32]5)[cH:22][cH:23]4)[cH:16][c:17]23)[cH:5][cH:6][cH:7][cH:8]1.[CH3:52][N:53]([CH3:54])[CH:55]=[O:56].[CH3:59][OH:60].[K+:58].[OH-:57]>>[CH3:1][O:2][c:3]1[c:4](-[c:9]2[cH:10][nH:11][c:12]3[n:13][cH:14][c:15](-[c:18]4[cH:19][c:20]([C:33](=[O:34])[N:35]5[CH2:36][CH2:37][N:38]([CH3:41])[CH2:39][CH2:40]5)[c:21]([NH:24][C:25](=[O:26])[N:27]5[CH2:28][CH2:29][O:30][CH2:31][CH2:32]5)[cH:22][cH:23]4)[cH:16][c:17]23)[cH:5][cH:6][cH:7][cH:8]1.